From a dataset of the Open Reaction Database (ORD), a public repository of structured organic reaction records. describe an organic reaction: reactants, conditions, products, and yield Reactants: FC1=C(C=CC=C1F)C1=CC=C(C=C1)O (2,3-difluoro-4'-hydroxybiphenyl), BrCCCCCCCCCCCO (11-bromo-1-undecanol), C([O-])([O-])=O.[K+].[K+] (potassium carbonate), C(C)C(=O)C (methyl ethyl ketone). The solvent is O (water). The product is FC1=C(C=CC=C1F)C1=CC=C(C=C1)OCCCCCCCCCCCO (2,3-difluoro-4'-(11-hydroxyundecyl)oxybiphenyl). The yield is 87.6%. As a reaction SMILES: [F:1][C:2]1[C:7]([F:8])=[CH:6][CH:5]=[CH:4][C:3]=1[C:9]1[CH:14]=[CH:13][C:12]([OH:15])=[CH:11][CH:10]=1.Br[CH2:17][CH2:18][CH2:19][CH2:20][CH2:21][CH2:22][CH2:23][CH2:24][CH2:25][CH2:26][CH2:27][OH:28].C(=O)([O-])[O-].[K+].[K+].C(C(C)=O)C>O>[F:1][C:2]1[C:7]([F:8])=[CH:6][CH:5]=[CH:4][C:3]=1[C:9]1[CH:14]=[CH:13][C:12]([O:15][CH2:17][CH2:18][CH2:19][CH2:20][CH2:21][CH2:22][CH2:23][CH2:24][CH2:25][CH2:26][CH2:27][OH:28])=[CH:11][CH:10]=1 |f:2.3.4|. Reported procedure: First, 5.0 g of 2,3-difluoro-4'-hydroxybiphenyl, 7.3 g of 11-bromo-1-undecanol, 6.7 g of potassium carbonate, and 150 ml of methyl ethyl ketone were placed in a 200 ml flask. The mixture was stirred under reflux for 20 hours. The reaction mixture was poured into water and an organic layer was extracted with toluene. The toluene layer was washed with water and dried over anhydrous sodium sulfate. Thereafter, the solvent was distilled away. The residue was recrystallized from acetone to obtain 8 g... Reactants: CCC=C(CCC)c1c(C)nc(-c2c(CC)cccc2CC)nc1OC, CO. Product: CCCC(CCC)c1c(C)nc(-c2c(CC)cccc2CC)nc1OC. As a reaction SMILES: [CH2:1]([CH3:2])[c:3]1[c:4](-[c:11]2[n:12][c:13]([CH3:26])[c:14]([C:19](=[CH:20][CH2:21][CH3:22])[CH2:23][CH2:24][CH3:25])[c:15]([O:17][CH3:18])[n:16]2)[c:5]([CH2:9][CH3:10])[cH:6][cH:7][cH:8]1.[CH3:27][OH:28]>>[CH2:1]([CH3:2])[c:3]1[c:4](-[c:11]2[n:12][c:13]([CH3:26])[c:14]([CH:19]([CH2:20][CH2:21][CH3:22])[CH2:23][CH2:24][CH3:25])[c:15]([O:17][CH3:18])[n:16]2)[c:5]([CH2:9][CH3:10])[cH:6][cH:7][cH:8]1. Starting materials: [N+](=O)(O)[O-] (nitric acid), C(#N)C1=CC=C(C2=CC=CC=C12)OC (1-cyano-4-methoxynaphthalene), S(O)(O)(=O)=O (sulfuric acid). Reagents/catalysts: C(C)(=O)OC(C)=O (acetic anhydride). The solvent is C(C)(=O)OC(C)=O (acetic anhydride). Run at time 10 minute. Product: C(#N)C1=CC(=C(C2=CC=CC=C12)OC)[N+](=O)[O-] (4-cyano-1-methoxy-2-nitronaphthalene). Isolated yield 76.7%. Reaction SMILES: [N+:1]([O-:4])(O)=[O:2].[C:5]([C:7]1[C:16]2[C:11](=[CH:12][CH:13]=[CH:14][CH:15]=2)[C:10]([O:17][CH3:18])=[CH:9][CH:8]=1)#[N:6].S(=O)(=O)(O)O>C(OC(=O)C)(=O)C>[C:5]([C:7]1[C:16]2[C:11](=[CH:12][CH:13]=[CH:14][CH:15]=2)[C:10]([O:17][CH3:18])=[C:9]([N+:1]([O-:4])=[O:2])[CH:8]=1)#[N:6]. Reported procedure: A solution of 100% nitric acid (0.91 ml, 22 mmol) in 8 ml of acetic anhydride was added dropwise to a solution of 1-cyano-4-methoxynaphthalene (3.66 g, 20 mmol) in 50 ml of acetic anhydride containing two drops of conc. sulfuric acid while maintaining the temperature at -30° to -40° C. The mixture was stirred for an additional 10 min. and filtered. The solid was washed with water and dried to give 3.5 g (77%) of 4-cyano-1-methoxy-2-nitronaphthalene. The crude product was dissolved in a mixture o...